Dataset: the Open Reaction Database (ORD), a public repository of structured organic reaction records. Task: describe an organic reaction: reactants, conditions, products, and yield Starting materials: ClC1=CC=C2C(=C1)NC(C21C(NC(CC1C1=C(C=CC(=C1)C#C[Si](C)(C)C)OCC1(COC1)C)=O)C1=C(C=CC(=C1)Cl)C)=O (racemic (2′S,3S,4′R)-6-chloro-2′-(5-chloro-2-methyl-phenyl)-4′-[2-(3-methyl-oxetan-3-ylmethoxy)-5-trimethylsilanylethynyl-phenyl]spiro[3H-indole-3,3′-piperidine]-2,6′(1H)-dione), C(=O)([O-])[O-].[K+].[K+] (K2CO3). Run in CO (methanol). Conditions: time 2 hour. The product is ClC1=CC=C2C(=C1)NC(C21C(NC(CC1C1=C(C=CC(=C1)C#C)OCC1(COC1)C)=O)C1=C(C=CC(=C1)Cl)C)=O (Racemic (2′S,3S,4′R)-6-chloro-2′-(5-chloro-2-methyl-phenyl)-4′-[5-ethynyl-2-(3-methyl-oxetan-3-ylmethoxy)-phenyl]-spiro[3H-indole-3,3′-piperidine]-2,6′(1H)-dione). Reaction SMILES: [Cl:1][C:2]1[CH:7]=[C:6]2[NH:8][C:9](=[O:44])[C:10]3([CH:15]([C:16]4[CH:21]=[C:20]([C:22]#[C:23][Si](C)(C)C)[CH:19]=[CH:18][C:17]=4[O:28][CH2:29][C:30]4([CH3:34])[CH2:33][O:32][CH2:31]4)[CH2:14][C:13](=[O:35])[NH:12][CH:11]3[C:36]3[CH:41]=[C:40]([Cl:42])[CH:39]=[CH:38][C:37]=3[CH3:43])[C:5]2=[CH:4][CH:3]=1.C([O-])([O-])=O.[K+].[K+]>CO>[Cl:1][C:2]1[CH:7]=[C:6]2[NH:8][C:9](=[O:44])[C:10]3([CH:15]([C:16]4[CH:21]=[C:20]([C:22]#[CH:23])[CH:19]=[CH:18][C:17]=4[O:28][CH2:29][C:30]4([CH3:34])[CH2:31][O:32][CH2:33]4)[CH2:14][C:13](=[O:35])[NH:12][CH:11]3[C:36]3[CH:41]=[C:40]([Cl:42])[CH:39]=[CH:38][C:37]=3[CH3:43])[C:5]2=[CH:4][CH:3]=1 |f:1.2.3|. Reported procedure: To a solution of racemic (2′S,3S,4′R)-6-chloro-2′-(5-chloro-2-methyl-phenyl)-4′-[2-(3-methyl-oxetan-3-ylmethoxy)-5-trimethylsilanylethynyl-phenyl]spiro[3H-indole-3,3′-piperidine]-2,6′(1H)-dione in methanol (5 mL) was added K2CO3 (100 mg). The mixture was stirred at room temperature for 2 h, purified by prep-HPLC to give the title compound as a white solid (2.5 mg). Starting materials: O=C([O-])O, COCC(=O)N(c1c(C)cccc1C)C(C)C(=O)OC, Cc1cccc(C)c1N, [Na+]. The product is COC(=O)C(C)Nc1c(C)cccc1C. As a reaction SMILES: [C:30](=[O:31])([O-:32])[OH:33].[CH3:1][O:2][CH2:3][C:4](=[O:5])[N:6]([CH:7]([CH3:8])[C:9](=[O:10])[O:11][CH3:12])[c:13]1[c:14]([CH3:15])[cH:16][cH:17][cH:18][c:19]1[CH3:20].[CH3:21][c:22]1[c:23]([NH2:24])[c:25]([CH3:26])[cH:27][cH:28][cH:29]1.[Na+:34]>>[NH:6]([CH:7]([CH3:8])[C:9](=[O:10])[O:11][CH3:12])[c:13]1[c:14]([CH3:15])[cH:16][cH:17][cH:18][c:19]1[CH3:20]. Reactants: C(OCC)(OCC)OCC (Triethyl orthoformate), NC=1C=NC2=CC=CC=C2C1NCCNC(OC(C)(C)C)=O (tert-butyl N-[2-(3-aminoquinolin-4-yl)aminoethyl]carbamate). The solvent is C1(=CC=CC=C1)C (toluene). Product: N1(C=NC=2C=NC=3C=CC=CC3C21)CCNC(OC(C)(C)C)=O (tert-butyl N-[2-(1H-imidazo[4,5-c]quinolin-1-yl)ethyl]carbamate). Isolated yield 81.2%. As a reaction SMILES: [CH:1](OCC)(OCC)OCC.[NH2:11][C:12]1[CH:13]=[N:14][C:15]2[C:20]([C:21]=1[NH:22][CH2:23][CH2:24][NH:25][C:26](=[O:32])[O:27][C:28]([CH3:31])([CH3:30])[CH3:29])=[CH:19][CH:18]=[CH:17][CH:16]=2>C1(C)C=CC=CC=1>[N:22]1([CH2:23][CH2:24][NH:25][C:26](=[O:32])[O:27][C:28]([CH3:29])([CH3:31])[CH3:30])[C:21]2[C:20]3[CH:19]=[CH:18][CH:17]=[CH:16][C:15]=3[N:14]=[CH:13][C:12]=2[N:11]=[CH:1]1. Procedure: Triethyl orthoformate (11.3 g, 73.4 mmol) was added to a solution of tert-butyl N-[2-(3-aminoquinolin-4-yl)aminoethyl]carbamate (21 g, 69.4 mmol) in anhydrous toluene (250 mL). The reaction mixture was heated at reflux for 5 hours and then allowed to slowly cool to ambient temperature. The resulting precipitate was isolated by filtration and dried to provide 17.6 g of tert-butyl N-[2-(1H-imidazo[4,5-c]quinolin-1-yl)ethyl]carbamate as a light tan solid, m.p. 154-155° C.